This data is from the Open Reaction Database (ORD), a public repository of structured organic reaction records. The task is: describe an organic reaction: reactants, conditions, products, and yield Reactants: BrCCCCC (1-bromopentane), cuprous bromide, O1CCCC1 (tetrahydrofuran). Reaction conditions: temperature -25 celsius, time 2 hour. Product: CCCCCCCC\C=C/CCCCCCCCCCCCC (Cis-9-Tricosene). RXN SMILES: Br[CH2:2][CH2:3][CH2:4][CH2:5][CH3:6].O1[CH2:11][CH2:10][CH2:9][CH2:8]1>>[CH3:6][CH2:5][CH2:4][CH2:3][CH2:2][CH2:8][CH2:9][CH2:10]/[CH:11]=[CH:6]\[CH2:5][CH2:4][CH2:3][CH2:2][CH2:8][CH2:9][CH2:10][CH2:11][CH2:2][CH2:3][CH2:4][CH2:5][CH3:6]. Reported procedure: The reaction mixture was then cooled to -25° C. Next 25 mL tetrahydrofuran, 2.8 mL 1-bromopentane, and 1.14 grams cuprous bromide were added. The reaction mixture was held at -25° C. for 2 hours. Cooling coils were removed, and the reaction mixture allowed to slowly warm to 25° C. over the next 18 hours. Dilute HCl equal in volumetric amount to the reaction mixture was added, causing a phase separation. Hexane, equal in volumetric amount to the organic layer, was added. The organic layer was the... Starting materials: [BH3-]C#N, C=O, Cc1n[nH]c2c(C(C)OCC3(c4ccccc4)CCNCC3)cc(C(F)(F)F)cc12, CC(=O)O, CC#N, [Na+]. Yields the product Cc1n[nH]c2c(C(C)OCC3(c4ccccc4)CCN(C)CC3)cc(C(F)(F)F)cc12. Reaction SMILES: [C:33]([BH3-:34])#[N:35].[CH2:31]=[O:32].[CH3:1][c:2]1[n:3][nH:4][c:5]2[c:6]([CH:15]([CH3:16])[O:17][CH2:18][C:19]3([c:25]4[cH:26][cH:27][cH:28][cH:29][cH:30]4)[CH2:20][CH2:21][NH:22][CH2:23][CH2:24]3)[cH:7][c:8]([C:11]([F:12])([F:13])[F:14])[cH:9][c:10]12.[CH3:37][C:38](=[O:39])[OH:40].[CH3:41][C:42]#[N:43].[Na+:36]>>[CH3:1][c:2]1[n:3][nH:4][c:5]2[c:6]([CH:15]([CH3:16])[O:17][CH2:18][C:19]3([c:25]4[cH:26][cH:27][cH:28][cH:29][cH:30]4)[CH2:20][CH2:21][N:22]([CH3:33])[CH2:23][CH2:24]3)[cH:7][c:8]([C:11]([F:12])([F:13])[F:14])[cH:9][c:10]12. Starting materials: C(C)OP(=O)(OCC)C/C(=C/C(=O)OCC)/C (ethyl 4-(diethoxyphosphoryl)-3-methyl-but-2E-enoate), CN1C(N(CCC1)C)=O (1,3-dimethyl-3,4,5,6-tetrahydro-2(1H)-pyrimidinone), C(CCC)[Li] (n-butyl lithium), F\C(\C=O)=C(/C)\C=1C=C2C(=CC(OC2=CC1OC)(C)C)C(C)C ((2E)-2-fluoro-3-(4-isopropyl-7-methoxy-2,2-dimethyl-2H-chromen-6-yl)-but-2-enal), F\C(\C=O)=C(/C)\C=1C=C2C(=CC(OC2=CC1OC)(C)C)C(C)C ((2E)-2-fluoro-3-(4-isopropyl-7-methoxy-2,2-dimethyl-2H-chromen-6-yl)-but-2-enal). Run in C1CCOC1 (THF), C1CCOC1 (THF). Conditions: temperature 0 celsius, time 1 hour. Product: F/C(/C=C/C(=C/C(=O)OCC)/C)=C(\C)/C=1C=C2C(=CC(OC2=CC1OC)(C)C)C(C)C (Ethyl (2E,4E,6-E)-6-fluoro-7-(4-isopropyl-7-methoxy-2,2-dimethyl-2H-chromen-6-yl)-3-methyl-octa-2,4,6-trienoate). As a reaction SMILES: C(OP([CH2:9]/[C:10](/[CH3:17])=[CH:11]/[C:12]([O:14][CH2:15][CH3:16])=[O:13])(OCC)=O)C.CN1CCCN(C)C1=O.C([Li])CCC.[F:32]/[C:33](=[C:36](/[C:38]1[CH:39]=[C:40]2[C:45](=[CH:46][C:47]=1[O:48][CH3:49])[O:44][C:43]([CH3:51])([CH3:50])[CH:42]=[C:41]2[CH:52]([CH3:54])[CH3:53])\[CH3:37])/[CH:34]=O>C1COCC1>[F:32]/[C:33](=[C:36](/[C:38]1[CH:39]=[C:40]2[C:45](=[CH:46][C:47]=1[O:48][CH3:49])[O:44][C:43]([CH3:51])([CH3:50])[CH:42]=[C:41]2[CH:52]([CH3:54])[CH3:53])\[CH3:37])/[CH:34]=[CH:9]/[C:10](/[CH3:17])=[CH:11]/[C:12]([O:14][CH2:15][CH3:16])=[O:13]. Procedure: To a solution of ethyl 4-(diethoxyphosphoryl)-3-methyl-but-2E-enoate (240 mg, 0.91 mmol) in THF (10 mL), and 1,3-dimethyl-3,4,5,6-tetrahydro-2(1H)-pyrimidinone (DMPU, 0.13 mL) under argon at −78° C. was slowly added n-butyl lithium (1.6 M in hexanes, 0.60 mL, 0.96 mmol). The resulting mixture was stirred at −78° C. for 15 min before a solution of (2E)-2-fluoro-3-(4-isopropyl-7-methoxy-2,2-dimethyl-2H-chromen-6-yl)-but-2-enal (Compound 95, 100 mg, 0.31 mmol) and THF (3 mL) was added via cannula. ... Starting materials: OC1=CC=C(C=C1)[C@H]1[C@@H](C(NCC1)=O)C1=CC=CC=C1 (trans-4-(4-hydroxyphenyl)-3-phenyl-2-piperidone), CS(=O)(=O)Cl (methanesulfonyl chloride), O (water). Solvent: N1=CC=CC=C1 (pyridine). Run at time 1 hour. Product: S(=O)(=O)(C)OC1=CC=C(C=C1)[C@H]1[C@@H](C(NCC1)=O)C1=CC=CC=C1 (trans-4-(4-mesyloxyphenyl)-3- phenyl-2-piperidone). Yield: 61.0%. RXN SMILES: [OH:1][C:2]1[CH:7]=[CH:6][C:5]([C@@H:8]2[CH2:13][CH2:12][NH:11][C:10](=[O:14])[C@H:9]2[C:15]2[CH:20]=[CH:19][CH:18]=[CH:17][CH:16]=2)=[CH:4][CH:3]=1.[CH3:21][S:22](Cl)(=[O:24])=[O:23].O>N1C=CC=CC=1>[S:22]([O:1][C:2]1[CH:7]=[CH:6][C:5]([C@@H:8]2[CH2:13][CH2:12][NH:11][C:10](=[O:14])[C@H:9]2[C:15]2[CH:16]=[CH:17][CH:18]=[CH:19][CH:20]=2)=[CH:4][CH:3]=1)([CH3:21])(=[O:24])=[O:23]. Procedure: To a solution of 1.34 g (0.005 mol) of 27 in 10 cm3 of anhydrous pyridine, 1.14 g (0.01 mol; 0.77 cm3) of methanesulfonyl chloride are added under an atmosphere of nitrogen at 0° C. The mixture is stirred for 1 hour at between 0° and 3° C. before being poured into 70 cm3 of cold water. This mixture is extracted with methylene chloride and washed to neutrality. After evaporation and recrystallization in methanol, 29 is obtained in 61% yield. M.p. 199° C. Starting materials: CC(=O)c1c(C)[nH]c(-c2ccncc2)c1C, C1CCOC1, CC(=O)O, [Ce+4], O=[N+]([O-])[O-], O=[N+]([O-])[O-], O=[N+]([O-])[O-], O=[N+]([O-])[O-], O=[N+]([O-])[O-], [NH4+], [Na+], [OH-], O. Yields the product CC(=O)c1c(C=O)[nH]c(-c2ccncc2)c1C. As a reaction SMILES: [C:1]([CH3:2])(=[O:3])[c:4]1[c:5]([CH3:16])[nH:6][c:7](-[c:10]2[cH:11][cH:12][n:13][cH:14][cH:15]2)[c:8]1[CH3:9].[CH2:17]1[CH2:20][CH2:19][CH2:18][O:21]1.[CH3:47][C:48](=[O:49])[OH:50].[Ce+4:26].[N+:22]([O-:23])([O-:24])=[O:25].[N+:28]([O-:29])([O-:30])=[O:31].[N+:32]([O-:33])([O-:34])=[O:35].[N+:36]([O-:37])([O-:38])=[O:39].[N+:40]([O-:41])([O-:42])=[O:43].[NH4+:27].[Na+:45].[OH-:44].[OH2:46]>>[C:1]([CH3:2])(=[O:3])[c:4]1[c:5]([CH:16]=[O:21])[nH:6][c:7](-[c:10]2[cH:11][cH:12][n:13][cH:14][cH:15]2)[c:8]1[CH3:9]. The reactants are ClCCl (dichloromethane), Cl (hydrochloric acid), C(C)(C)(C)OC(=O)N1CCN(CC1)CC1=C2C(=NC(=C1)C1=CC=C(C=C1)O)N(N=C2C2CC2)C2OCCCC2 (4-[3-cyclopropyl-6-(4-hydroxy-phenyl)-1-(tetrahydro-pyran-2-yl)-1H-pyrazolo[3,4-b]pyridin-4-ylmethyl]-piperazine-1-carboxylic acid tert-butyl ester). Run in O1CCOCC1 (1,4-dioxane). Conditions: time 16 hour. The product is C1(CC1)C1=NNC2=NC(=CC(=C21)CN2CCNCC2)C2=CC=C(C=C2)O (4-(3-Cyclopropyl-4-piperazin-1-ylmethyl-1H-pyrazolo[3,4-b]pyridin-6-yl)-phenol). Isolated yield 80.2%. RXN SMILES: C(OC([N:8]1[CH2:13][CH2:12][N:11]([CH2:14][C:15]2[CH:20]=[C:19]([C:21]3[CH:26]=[CH:25][C:24]([OH:27])=[CH:23][CH:22]=3)[N:18]=[C:17]3[N:28](C4CCCCO4)[N:29]=[C:30]([CH:31]4[CH2:33][CH2:32]4)[C:16]=23)[CH2:10][CH2:9]1)=O)(C)(C)C.ClCCl.Cl>O1CCOCC1>[CH:31]1([C:30]2[C:16]3[C:17](=[N:18][C:19]([C:21]4[CH:22]=[CH:23][C:24]([OH:27])=[CH:25][CH:26]=4)=[CH:20][C:15]=3[CH2:14][N:11]3[CH2:10][CH2:9][NH:8][CH2:13][CH2:12]3)[NH:28][N:29]=2)[CH2:32][CH2:33]1. Procedure details: 600 mg of 4-[3-cyclopropyl-6-(4-hydroxy-phenyl)-1-(tetrahydro-pyran-2-yl)-1H-pyrazolo[3,4-b]pyridin-4-ylmethyl]-piperazine-1-carboxylic acid tert-butyl ester were dissolved in 6 ml of 1,4-dioxane and 2 ml of dichloromethane and treated with 4.8 ml of hydrochloric acid (4M in dry dioxane). After standing at rt for 16 h the volatiles were removed in vacuo. The residue was purified by preparative HPLC (C18 column, acetonitrile/water gradient) and 315 mg (73%) of the title compound were obtained as ... Solvent: C(C)O (ethanol). Run at temperature 80 celsius, time 4 hour. As a reaction SMILES: CC1(C)[O:7][CH2:6][C:5]([NH:30]C(=O)C)([CH2:8][CH2:9][C:10]2[CH:15]=[CH:14][C:13]([C:16]3[S:17][C:18]([C:21](=[O:29])[C:22]4[CH:27]=[CH:26][C:25]([CH3:28])=[CH:24][CH:23]=4)=[CH:19][CH:20]=3)=[CH:12][CH:11]=2)[CH2:4][O:3]1.Cl>C(O)C>[NH2:30][C:5]([CH2:4][OH:3])([CH2:6][OH:7])[CH2:8][CH2:9][C:10]1[CH:15]=[CH:14][C:13]([C:16]2[S:17][C:18]([C:21]([C:22]3[CH:23]=[CH:24][C:25]([CH3:28])=[CH:26][CH:27]=3)=[O:29])=[CH:19][CH:20]=2)=[CH:12][CH:11]=1. Procedure details: N-[2,2-Dimethyl-5-(2-{4-[5-(4-methylbenzoyl)-2-thienyl]phenyl}ethyl)-1,3-dioxan-5-yl]acetamide (0.22 g) was dissolved in ethanol (4 mL), concentrated hydrochloric acid (2 mL) was added, and the mixture was stirred at 80° C. for 4 hr. The reaction mixture was concentrated, aqueous potassium carbonate solution was added to the residue, and the precipitated crystals were collected by filtration to give the title compound (163 mg) as brown crystals. Product: NC(CCC1=CC=C(C=C1)C1=CC=C(S1)C(=O)C1=CC=C(C=C1)C)(CO)CO ((5-{4-[3-amino-4-hydroxy-3-(hydroxymethyl)butyl]phenyl}-2-thienyl)(4-methylphenyl)ketone). The reactants are CC1(OCC(CO1)(CCC1=CC=C(C=C1)C=1SC(=CC1)C(C1=CC=C(C=C1)C)=O)NC(C)=O)C (N-[2,2-Dimethyl-5-(2-{4-[5-(4-methylbenzoyl)-2-thienyl]phenyl}ethyl)-1,3-dioxan-5-yl]acetamide), Cl (hydrochloric acid). Yield: 89.5%. Reactants: CCO, [H][H], COc1ccc2c(n1)N(CC(COCc1ccccc1)N1CCC(N(Cc3cc4c(cn3)OCCO4)C(=O)OC(C)(C)C)CC1)C(=O)CC2. Product: COc1ccc2c(n1)N(CC(CO)N1CCC(N(Cc3cc4c(cn3)OCCO4)C(=O)OC(C)(C)C)CC1)C(=O)CC2. As a reaction SMILES: [CH3:52][CH2:53][OH:54].[H:50][H:51].[O:1]1[CH2:2][CH2:3][O:4][c:5]2[cH:6][n:7][c:8]([CH2:11][N:12]([C:13]([O:14][C:15]([CH3:16])([CH3:17])[CH3:18])=[O:19])[CH:20]3[CH2:21][CH2:22][N:23]([CH:26]([CH2:27][N:28]4[C:29](=[O:40])[CH2:30][CH2:31][c:32]5[cH:33][cH:34][c:35]([O:38][CH3:39])[n:36][c:37]54)[CH2:41][O:42][CH2:43][c:44]4[cH:45][cH:46][cH:47][cH:48][cH:49]4)[CH2:24][CH2:25]3)[cH:9][c:10]21>>[O:1]1[CH2:2][CH2:3][O:4][c:5]2[cH:6][n:7][c:8]([CH2:11][N:12]([C:13]([O:14][C:15]([CH3:16])([CH3:17])[CH3:18])=[O:19])[CH:20]3[CH2:21][CH2:22][N:23]([CH:26]([CH2:27][N:28]4[C:29](=[O:40])[CH2:30][CH2:31][c:32]5[cH:33][cH:34][c:35]([O:38][CH3:39])[n:36][c:37]54)[CH2:41][OH:42])[CH2:24][CH2:25]3)[cH:9][c:10]21.